This data is from the Open Reaction Database (ORD), a public repository of structured organic reaction records. The task is: describe an organic reaction: reactants, conditions, products, and yield The reactants are ClCCCl, CCN1CCOCC1, Cc1ccc(C(=O)O)cn1, CC1CNCCN1S(=O)(=O)c1ccc(Cl)cc1, ClCCl, Cl, O, O, On1nnc2ccccc21. Product: Cc1ccc(C(=O)N2CCN(S(=O)(=O)c3ccc(Cl)cc3)C(C)C2)cn1. Reaction SMILES: [CH2:19]([Cl:20])[CH2:21][Cl:22].[CH2:44]([N:45]1[CH2:46][CH2:47][O:48][CH2:49][CH2:50]1)[CH3:51].[CH3:34][c:35]1[cH:36][cH:37][c:38]([C:41](=[O:42])[OH:43])[cH:39][n:40]1.[Cl:2][c:3]1[cH:4][cH:5][c:6]([S:9](=[O:10])(=[O:11])[N:12]2[CH:13]([CH3:18])[CH2:14][NH:15][CH2:16][CH2:17]2)[cH:7][cH:8]1.[Cl:52][CH2:53][Cl:54].[ClH:1].[OH2:33].[OH2:55].[OH:23][n:24]1[c:25]2[c:26]([cH:27][cH:28][cH:29][cH:30]2)[n:31][n:32]1>>[Cl:2][c:3]1[cH:4][cH:5][c:6]([S:9](=[O:10])(=[O:11])[N:12]2[CH:13]([CH3:18])[CH2:14][N:15]([C:41]([c:38]3[cH:37][cH:36][c:35]([CH3:34])[n:40][cH:39]3)=[O:42])[CH2:16][CH2:17]2)[cH:7][cH:8]1.